This data is from the Open Reaction Database (ORD), a public repository of structured organic reaction records. The task is: describe an organic reaction: reactants, conditions, products, and yield The reactants are C1(=CC=CC=C1)C=1N(C(=C(N1)C1=CC=CC=C1)C1=CC=CC=C1)CCCCOC1=CC=C(C(=O)OC)C=C1 (Methyl 4-[4-(2,4,5 triphenylimidazolyl]butyloxy)-benzoate), [OH-].[K+] (potassium hydroxide). The solvent is CO (methanol). The product is C1(=CC=CC=C1)C=1N(C(=C(N1)C1=CC=CC=C1)C1=CC=CC=C1)CCCCOC1=CC=C(C(=O)O)C=C1 (4-[4-(2,4,5-triphenylimidazolyl)-butyloxy]-benzoic acid). Yield: 89.2%. RXN SMILES: [C:1]1([C:7]2[N:8]([CH2:24][CH2:25][CH2:26][CH2:27][O:28][C:29]3[CH:38]=[CH:37][C:32]([C:33]([O:35]C)=[O:34])=[CH:31][CH:30]=3)[C:9]([C:18]3[CH:23]=[CH:22][CH:21]=[CH:20][CH:19]=3)=[C:10]([C:12]3[CH:17]=[CH:16][CH:15]=[CH:14][CH:13]=3)[N:11]=2)[CH:6]=[CH:5][CH:4]=[CH:3][CH:2]=1.[OH-].[K+]>CO>[C:1]1([C:7]2[N:8]([CH2:24][CH2:25][CH2:26][CH2:27][O:28][C:29]3[CH:30]=[CH:31][C:32]([C:33]([OH:35])=[O:34])=[CH:37][CH:38]=3)[C:9]([C:18]3[CH:23]=[CH:22][CH:21]=[CH:20][CH:19]=3)=[C:10]([C:12]3[CH:13]=[CH:14][CH:15]=[CH:16][CH:17]=3)[N:11]=2)[CH:2]=[CH:3][CH:4]=[CH:5][CH:6]=1 |f:1.2|. Procedure: Methyl 4-[4-(2,4,5 triphenylimidazolyl]butyloxy)-benzoate (1.5 g) was dissolved in methanol (50 ml) and treated with 10% potassium hydroxide solution (15 ml) for 0.5 hours. The methanol was removed under reduced pressure and the remaining aqueous was acidified (pH 4) and the pre-cipitate was collected by filtration and recrystallised from methanol to give 4-[4-(2,4,5-triphenylimidazolyl)-butyloxy]-benzoic acid (1.3 g) as white prisms m.p. 202°-203° C.; Found: C, 78.79; H, 5.75; N, 5.81% (C32H28N... The reactants are CS(=O)(=O)[O-] (methanesulfonate), NC1=C2N=CN(C2=NC=N1)C1COC2C1OCC2O (6-(6-amino-purin-9-yl)-hexahydro-furo[3,2-b]furan-3-ol). Yields the product NC1=C2N=CN(C2=NC=N1)[C@@H]1COC2C1OC[C@@H]2S ([3S,6R]-6-(6-Amino-purin-9-yl)-hexahydro-furo[3,2-b]-furan-3-thiol). As a reaction SMILES: [CH3:1][S:2]([O-])(=O)=O.[NH2:6][C:7]1[N:15]=[CH:14][N:13]=[C:12]2[C:8]=1[N:9]=[CH:10][N:11]2[CH:16]1[CH:20]2[O:21][CH2:22]C(O)[CH:19]2[O:18][CH2:17]1>>[NH2:6][C:7]1[N:15]=[CH:14][N:13]=[C:12]2[C:8]=1[N:9]=[CH:10][N:11]2[C@H:16]1[CH:20]2[O:21][CH2:22][C@H:1]([SH:2])[CH:19]2[O:18][CH2:17]1. Reported procedure: In an analogous manner to Example 3 the title compound is prepared from the methanesulfonate derivative of 6-(6-amino-purin-9-yl)-hexahydro-furo[3,2-b]furan-3-ol. As a reaction SMILES: [CH3:1][O:2][C:3]1[CH:8]=[CH:7][N:6]=[C:5]([C:9]2[S:10][CH:11]=[CH:12][CH:13]=2)[CH:4]=1.C([Li])CCC.[CH3:19][S:20]SC>C(OCC)C.CCCCCC>[CH3:1][O:2][C:3]1[CH:8]=[CH:7][N:6]=[C:5]([C:9]2[S:10][CH:11]=[CH:12][C:13]=2[S:20][CH3:19])[CH:4]=1. Procedure: The product of step (b) above (5 g) dissolved in dry diethyl ether (100 ml) was cooled to -50° and treated with butyl lithium in hexane (2.2M, 13 ml) dropwise during 0.5 hour. The mixture was warmed to -10° for 10 minutes, then cooled to -30°. Dimethyl disulphide (3.5 ml) was then added dropwise. The mixture was maintained at -30° for 0.5 hour then warmed up to room temperature during several hours. Aqueous work-up and ethyl acetate extraction gave the sub-title compound as an oil. Reactants: C(CCC)[Li] (butyl lithium), COC1=CC(=NC=C1)C=1SC=CC1 (4-Methoxy-2-(2-thienyl)pyridine), CSSC (Dimethyl disulphide). Product: COC1=CC(=NC=C1)C=1SC=CC1SC (4-Methoxy-2-(3-methylthio-2-thienyl)pyridine). Solvent: CCCCCC (hexane), C(C)OCC (diethyl ether). Reactants: CCOC(=O)C1(Br)Oc2ccccc2OC1Br, CC(C)=O, [I-], [Na+]. Product: CCOC(=O)C1=COc2ccccc2O1. RXN SMILES: [Br:1][C:2]1([C:13](=[O:14])[O:15][CH2:16][CH3:17])[CH:3]([Br:12])[O:4][c:5]2[c:6]([cH:8][cH:9][cH:10][cH:11]2)[O:7]1.[CH3:20][C:21](=[O:22])[CH3:23].[I-:19].[Na+:18]>>[C:2]1([C:13](=[O:14])[O:15][CH2:16][CH3:17])=[CH:3][O:4][c:5]2[c:6]([cH:8][cH:9][cH:10][cH:11]2)[O:7]1. The reactants are C1(CCCCC1)C(C1=NC2=C(N1C)C=C(C=C2)OC)NC2=CC=C(C=C2)C(=O)N(CCC(=O)OCC)C (ethyl 3-{[(4-{[cyclohexyl(6-methoxy-1-methyl-1H-benzimidazol-2-yl)methyl]amino}phenyl)carbonyl](methyl)amino}propanoate), O1CCCC1 (tetrahydrofuran), [OH-].[Na+] (sodium hydroxide). Solvent: C(C)O (ethanol). Reaction conditions: time 2 hour. Product: C1(CCCCC1)C(C1=NC2=C(N1C)C=C(C=C2)OC)NC2=CC=C(C=C2)C(=O)N(CCC(=O)O)C (3-{[(4-{[cyclohexyl(6-methoxy-1-methyl-1H-benzimidazol-2-yl)methyl]amino}phenyl)carbonyl](methyl)amino}propanoic acid). Isolated yield 74.1%. RXN SMILES: [CH:1]1([CH:7]([NH:20][C:21]2[CH:26]=[CH:25][C:24]([C:27]([N:29]([CH3:37])[CH2:30][CH2:31][C:32]([O:34]CC)=[O:33])=[O:28])=[CH:23][CH:22]=2)[C:8]2[N:12]([CH3:13])[C:11]3[CH:14]=[C:15]([O:18][CH3:19])[CH:16]=[CH:17][C:10]=3[N:9]=2)[CH2:6][CH2:5][CH2:4][CH2:3][CH2:2]1.O1CCCC1.[OH-].[Na+]>C(O)C>[CH:1]1([CH:7]([NH:20][C:21]2[CH:22]=[CH:23][C:24]([C:27]([N:29]([CH3:37])[CH2:30][CH2:31][C:32]([OH:34])=[O:33])=[O:28])=[CH:25][CH:26]=2)[C:8]2[N:12]([CH3:13])[C:11]3[CH:14]=[C:15]([O:18][CH3:19])[CH:16]=[CH:17][C:10]=3[N:9]=2)[CH2:6][CH2:5][CH2:4][CH2:3][CH2:2]1 |f:2.3|. Procedure details: To a mixture of ethyl 3-{[(4-{[cyclohexyl(6-methoxy-1-methyl-1H-benzimidazol-2-yl)methyl]amino}phenyl)carbonyl](methyl)amino}propanoate (103 mg) synthesized above, tetrahydrofuran (5 mL) and ethanol (5 mL) was added 1N aqueous sodium hydroxide solution (1.00 mL), and the mixture was stirred at room temperature for 2 hr, and concentrated under reduced pressure. The residue was dissolved in water (10 mL), and 1N hydrochloric acid (1.00 mL) was added at 0° C. The resulting precipitate was collected...